Dataset: the Open Reaction Database (ORD), a public repository of structured organic reaction records. Task: describe an organic reaction: reactants, conditions, products, and yield The reactants are C(CC(O)(C(=O)O)CC(=O)O)(=O)O (citric acid), [N+](=O)([O-])C=1C=C(C=C(C(=O)OC)C1)CN (methyl 5-nitro-3-aminomethybenzoate), [OH-].[Na+] (NaOH), O(C(=O)OC(C)(C)C)C(=O)OC(C)(C)C (BOC2O). Solvent: hexanes, O (water), C(C)(C)(C)O (tert-BuOH). Product: C(C)(C)(C)OC(=O)NCC=1C=C(C(=O)O)C=C(C1)[N+](=O)[O-] (3-tert-Butoxycarbonylaminomethyl-5-nitrobenzoic acid). Isolated yield 88.0%. Reaction SMILES: [N+:1]([C:4]1[CH:5]=[C:6]([CH2:14][NH2:15])[CH:7]=[C:8]([CH:13]=1)[C:9]([O:11]C)=[O:10])([O-:3])=[O:2].[OH-].[Na+].[O:18](C(OC(C)(C)C)=O)[C:19]([O:21][C:22]([CH3:25])([CH3:24])[CH3:23])=O.C(O)(=O)CC(CC(O)=O)(C(O)=O)O>C(O)(C)(C)C.O>[C:22]([O:21][C:19]([NH:15][CH2:14][C:6]1[CH:7]=[C:8]([CH:13]=[C:4]([N+:1]([O-:3])=[O:2])[CH:5]=1)[C:9]([OH:11])=[O:10])=[O:18])([CH3:25])([CH3:24])[CH3:23] |f:1.2|. Reported procedure: A solution of methyl 5-nitro-3-aminomethybenzoate (1980 mg, 9.4 mmol) in 1N NaOH (28 mL, 28 mmol) and tert-BuOH (20 mL) was stirred at r.t. for 10 hours and then added BOC2O (4100 mg, 18.8 mmol) and stirred for 17 hours. The reaction mixture was added hexanes (50 mL) and water (50 mL). The aqueous layer was acidified with 5% citric acid aq. and extracted with CH2 Cl2 (2×70 mL). The CH2Cl2 layers were combined and washed with water (50 mL). The organic layer was evaporated to give the desired com... The reactants are Cl (HCl), COC(=O)[C@@]1([C@@H](C1)C=C)NC(=O)OC(C)(C)C (N-Boc-(1R,2S)-1-amino-2-vinylcyclopropane carboxylic acid methyl ester), CO (MeOH). Run in O1CCOCC1 (dioxane), O1CCOCC1 (dioxane). Run at time 45 minute. Product: Cl.COC(=O)[C@@]1([C@@H](C1)C=C)N ((1R,2S)-1-amino-2-vinylcyclopropane carboxylic acid methyl ester hydrochloride). Isolated yield 76.0%. RXN SMILES: [CH3:1][O:2][C:3]([C@@:5]1([NH:10]C(OC(C)(C)C)=O)[CH2:7][C@H:6]1[CH:8]=[CH2:9])=[O:4].[ClH:18].CO>O1CCOCC1>[ClH:18].[CH3:1][O:2][C:3]([C@@:5]1([NH2:10])[CH2:7][C@H:6]1[CH:8]=[CH2:9])=[O:4] |f:4.5|. Procedure details: Compound 20a (39.96 g, 165.7 mmol) was dissolved in dioxane (25 mL) and the solution added dropwise with stirring to 4 N HCl in dioxane (Aldrich, 250 mL). After 45 min, TLC analysis indicated complete deprotection. Volatiles were removed under reduced pressure, and the residue co-evaporated twice with MeOH (2×100 mL). Ether (300 mL) and MeOH (10 mL) were added to the brown, oily residue and the mixture stirred overnight at room temperature resulting in the precipitation of a semi-solid. Addition... Yields the product OC(CN1CCC2(CC1)CSC1=C(O2)C2=CC=CC=C2C(C1=O)=O)COC1=CC=CC=C1 (1′-(2-hydroxy-3-phenoxypropyl)spiro[naphtho[1,2-b][1,4]oxathiine-2,4′-piperidine]-5,6-dione). Reactants: N1CCC2(CC1)CSC1=C(O2)C2=CC=CC=C2C(C1=O)=O (spiro[naphtho[1,2-b][1,4]oxathiine-2,4′-piperidine]-5,6-dione), O(C1=CC=CC=C1)CC1OC1 (2-(phenoxymethyl)oxirane). Reported procedure: Compound 158 was synthesized using spiro[naphtho[1,2-b][1,4]oxathiine-2,4′-piperidine]-5,6-dione, 2-(phenoxymethyl)oxirane and conditions outlined in procedure X. M.p.=174-176° C.; 400 MHz 1H NMR (CDCl3) δ: 8.05 (d, 1H), 7.75 (d, 1H), 7.65 (t, 1H), 7.5 (t, 1H), 7.15 (m, 2H), 6.95 (t, 1H), 6.9 (d, 2H), 4.15 (m, 1H), 4.0 (d, 2H), 2.95 (m, 3H), 2.8 (m, 2H), 2.65 (m, 2H), 2.55 (t, 2H), 2.15 (d, 2H), 1.9 (m, 2H); LCMS: 452 [M+H]. RXN SMILES: [NH:1]1[CH2:6][CH2:5][C:4]2([O:11][C:10]3[C:12]4[C:17]([C:18](=[O:21])[C:19](=[O:20])[C:9]=3[S:8][CH2:7]2)=[CH:16][CH:15]=[CH:14][CH:13]=4)[CH2:3][CH2:2]1.[O:22]([CH2:29][CH:30]1[CH2:32][O:31]1)[C:23]1[CH:28]=[CH:27][CH:26]=[CH:25][CH:24]=1>>[OH:31][CH:30]([CH2:29][O:22][C:23]1[CH:28]=[CH:27][CH:26]=[CH:25][CH:24]=1)[CH2:32][N:1]1[CH2:2][CH2:3][C:4]2([O:11][C:10]3[C:12]4[C:17]([C:18](=[O:21])[C:19](=[O:20])[C:9]=3[S:8][CH2:7]2)=[CH:16][CH:15]=[CH:14][CH:13]=4)[CH2:5][CH2:6]1. The reactants are C[Si](OCCCC(C)=O)(C)C (5-trimethylsiloxypentan-2-one), C1=CC=CC1 (cyclopentadiene), [Li]CCCC (n-BuLi), CCCCCC (hexane). Solvent: C1CCOC1 (THF), C1CCOC1 (THF). Run at temperature 65 celsius. Yields the product C1(C=CC=C1)C(C)(CCCO[Si](C)(C)C)C1C=CC=C1 (2,2-bis(cyclopentadienyl)-5-trimethylsiloxypentane). Yield: 16.9%. Reaction SMILES: [CH:1]1[CH2:5][CH:4]=[CH:3][CH:2]=1.[Li]CCCC.C[CH2:12][CH2:13][CH2:14][CH2:15][CH3:16].[CH3:17][Si:18]([CH3:27])([CH3:26])[O:19][CH2:20][CH2:21][CH2:22][C:23](=O)[CH3:24]>C1COCC1>[CH:2]1([C:23]([CH:13]2[CH:12]=[CH:16][CH:15]=[CH:14]2)([CH2:22][CH2:21][CH2:20][O:19][Si:18]([CH3:27])([CH3:26])[CH3:17])[CH3:24])[CH:1]=[CH:5][CH:4]=[CH:3]1. Procedure: Freshly distilled cyclopentadiene (61.5 g, 0.93 mol) was placed in a one liter Schlenk flask and dissolved in dry THF (500 ml). n-BuLi 2.5 M in hexane (372 ml 0.93 mol) was slowly added to this solution at −78° C., yielding a white precipitate. The suspension was left to reach room temperature and then heated to 65° C. for one hour. The reaction mixture is thermostated at 20° C. and a solution of 5-trimethylsiloxypentan-2-one (72.5 g, 0.42 mol) in THF (100 ml) was slowly added. The yellow suspen... Reactants: Cc1nn(-c2ccc(CCNC(=O)Oc3ccccc3)cc2)c(C)c1-c1ccccc1, NS(=O)(=O)c1ccc(OC(F)(F)F)cc1. Product: Cc1nn(-c2ccc(CCNC(=O)NS(=O)(=O)c3ccc(OC(F)(F)F)cc3)cc2)c(C)c1-c1ccccc1. Reaction SMILES: [CH3:1][c:2]1[n:3][n:4](-[c:14]2[cH:15][cH:16][c:17]([CH2:20][CH2:21][NH:22][C:23]([O:24][c:26]3[cH:27][cH:28][cH:29][cH:30][cH:31]3)=[O:25])[cH:18][cH:19]2)[c:5]([CH3:13])[c:6]1-[c:7]1[cH:8][cH:9][cH:10][cH:11][cH:12]1.[F:32][C:33]([O:34][c:35]1[cH:36][cH:37][c:38]([S:41](=[O:42])(=[O:43])[NH2:44])[cH:39][cH:40]1)([F:45])[F:46]>>[CH3:1][c:2]1[n:3][n:4](-[c:14]2[cH:15][cH:16][c:17]([CH2:20][CH2:21][NH:22][C:23](=[O:24])[NH:44][S:41]([c:38]3[cH:37][cH:36][c:35]([O:34][C:33]([F:32])([F:45])[F:46])[cH:40][cH:39]3)(=[O:42])=[O:43])[cH:18][cH:19]2)[c:5]([CH3:13])[c:6]1-[c:7]1[cH:8][cH:9][cH:10][cH:11][cH:12]1. The reactants are ClC1=C(C=C(C=C1)[C@H](N)C1=NN(C=C1)C)F ((S)-(4-chloro-3-fluorophenyl)(1-methyl-1H-pyrazol-3-yl)methanamine), C1(CC1)CNC1=NC2=CC(=CC(=C2C=N1)F)C(=O)O (2-(cyclopropylmethyl-amino)-5-fluoro-quinazoline-7-carboxylic acid), FC=1C=C(C=CC1OC)[C@H](N)C=1C=NN(C1)C ((S)-(3-fluoro-4-methoxyphenyl)(1-methyl-1H-pyrazol-4-yl)methanamine), 84b. The product is FC=1C=C(C=CC1OC)[C@@H](C=1C=NN(C1)C)NC(=O)C1=CC(=C2C=NC(=NC2=C1)NCC1CC1)F (2-(Cyclopropylmethyl-amino)-5-fluoro-quinazoline-7-carboxylic acid [(S)-(3-fluoro-4-methoxy-phenyl)-(1-methyl-1H-pyrazol-4-yl)-methyl]-amide). Reaction SMILES: ClC1C=CC([C@@H](C2C=CN(C)N=2)N)=CC=1F.[F:17][C:18]1[CH:19]=[C:20]([C@@H:26]([C:28]2[CH:29]=[N:30][N:31]([CH3:33])[CH:32]=2)[NH2:27])[CH:21]=[CH:22][C:23]=1[O:24][CH3:25].[CH:34]1([CH2:37][NH:38][C:39]2[N:48]=[CH:47][C:46]3[C:41](=[CH:42][C:43]([C:50](O)=[O:51])=[CH:44][C:45]=3[F:49])[N:40]=2)[CH2:36][CH2:35]1>>[F:17][C:18]1[CH:19]=[C:20]([C@H:26]([NH:27][C:50]([C:43]2[CH:42]=[C:41]3[C:46]([CH:47]=[N:48][C:39]([NH:38][CH2:37][CH:34]4[CH2:35][CH2:36]4)=[N:40]3)=[C:45]([F:49])[CH:44]=2)=[O:51])[C:28]2[CH:29]=[N:30][N:31]([CH3:33])[CH:32]=2)[CH:21]=[CH:22][C:23]=1[O:24][CH3:25]. Reported procedure: 2-(Cyclopropylmethyl-amino)-5-fluoro-quinazoline-7-carboxylic acid [(S)-(3-fluoro-4-methoxy-phenyl)-(1-methyl-1H-pyrazol-4-yl)-methyl]-amide (I-60) was prepared analogously except 32b was replaced with 40f and 84b was replaced with 87c. Reactants: C1CCOC1, [Li]CCCC, CCOC(=O)C1CCCC1, CI, O. The product is CCOC(=O)C1(C)CCCC1. As a reaction SMILES: [CH2:19]1[O:20][CH2:21][CH2:22][CH2:23]1.[CH3:1][CH2:2][CH2:3][CH2:4][Li:5].[CH:6]1([C:11](=[O:12])[O:13][CH2:14][CH3:15])[CH2:7][CH2:8][CH2:9][CH2:10]1.[I:16][CH3:17].[OH2:18]>>[CH3:1][C:6]1([C:11](=[O:12])[O:13][CH2:14][CH3:15])[CH2:7][CH2:8][CH2:9][CH2:10]1. Starting materials: C(C)(C)(C)OC(=O)C(C(=O)N1[C@H](SC[C@H]1C(=O)OC(C)(C)C)C1=C(C=CC=C1)C1=CC=CC=C1)N (tert-Butyl (2R,4R)-3-(2-tert-butoxycarbonyl-aminoacetyl)-2-(2-phenylphenyl)-4-thiazolidinecarboxylate), C1(CCCCC1)N=C=NC1CCCCC1 (N,N'-dicyclohexylcarbodiimide), C1(=CC=CC=C1)C1=C(C=CC=C1)C1SC[C@H](N1)C(=O)OC(C)(C)C (tert-butyl (2RS,4R)-2-(2-phenylphenyl)-4-thiazolidinecarboxylate), C(C)(C)(C)OC(=O)NCC(=O)O (2-tert-butoxycarbonylaminoacetic acid). The product is C(C)(C)(C)OC(=O)NCC(=O)N1[C@H](SC[C@H]1C(=O)OC(C)(C)C)C1=C(C=CC=C1)C1=CC=CC=C1 (tert-butyl (2R,4R)-3-(2-tert-butoxycarbonylaminoacetyl)-2-(2-phenylphenyl)-4-thiazolidinecarboxylate). As a reaction SMILES: C(OC([CH:8]([NH2:35])[C:9]([N:11]1[C@H:15]([C:16]([O:18][C:19]([CH3:22])([CH3:21])[CH3:20])=[O:17])[CH2:14][S:13][C@@H:12]1[C:23]1[CH:28]=[CH:27][CH:26]=[CH:25][C:24]=1[C:29]1[CH:34]=[CH:33][CH:32]=[CH:31][CH:30]=1)=[O:10])=O)(C)(C)C.C1(C2C=CC=CC=2C2N[C@H]([C:53]([O:55][C:56]([CH3:59])([CH3:58])[CH3:57])=[O:54])CS2)C=CC=CC=1.C(OC(NCC(O)=O)=O)(C)(C)C.C1(N=C=NC2CCCCC2)CCCCC1>>[C:56]([O:55][C:53]([NH:35][CH2:8][C:9]([N:11]1[C@H:15]([C:16]([O:18][C:19]([CH3:22])([CH3:20])[CH3:21])=[O:17])[CH2:14][S:13][C@@H:12]1[C:23]1[CH:28]=[CH:27][CH:26]=[CH:25][C:24]=1[C:29]1[CH:30]=[CH:31][CH:32]=[CH:33][CH:34]=1)=[O:10])=[O:54])([CH3:59])([CH3:58])[CH3:57]. Reported procedure: C tert-Butyl (2R,4R)-3-(2-tert-butoxycarbonyl-aminoacetyl)-2-(2-phenylphenyl)-4-thiazolidinecarboxylate may be prepared in a manner similar to that described in Example 1C, but starting with 5.44 g of tert-butyl (2RS,4R)-2-(2-phenylphenyl)-4-thiazolidinecarboxylate, 2.8 g of 2-tert-butoxycarbonylaminoacetic acid and 3.3 g of N,N'-dicyclohexylcarbodiimide. The crude product is purified by chromatography on silica [eluent: cyclohexane/ethyl acetate (80:20 by volume)]. The fractions containing the ... Starting materials: NC1=NC=C(C=N1)C=1C=C(C(=CC1)NC(C)(C)C)N (4-(2-amino-pyrimidin-5-yl)-N1-tert-butyl-benzene-1,2-diamine), C(C)(C)C1=NOC(=N1)C1=C(C=O)C=CC=C1 (2-(3-isopropyl-1,2,4-oxadiazol-5-yl)-benzaldehyde), OOS(=O)[O-].[K+] (Oxone). The solvent is CN(C)C=O (DMF), O (H2O). Reaction conditions: time 1 hour. Yields the product C(C)(C)(C)N1C(=NC2=C1C=CC(=C2)C=2C=NC(=NC2)N)C2=C(C=CC=C2)C2=NC(=NO2)C(C)C (5-{1-tert-Butyl-2-[2-(3-isopropyl-1,2,4-oxadiazol-5-yl)-phenyl]-1H-benzimidazol-5-yl}-pyrimidin-2-ylamine). Yield: 43.7%. As a reaction SMILES: [NH2:1][C:2]1[N:7]=[CH:6][C:5]([C:8]2[CH:9]=[C:10]([NH2:19])[C:11]([NH:14][C:15]([CH3:18])([CH3:17])[CH3:16])=[CH:12][CH:13]=2)=[CH:4][N:3]=1.[CH:20]([C:23]1[N:27]=[C:26]([C:28]2[CH:35]=[CH:34][CH:33]=[CH:32][C:29]=2[CH:30]=O)[O:25][N:24]=1)([CH3:22])[CH3:21].OOS([O-])=O.[K+]>CN(C=O)C.O>[C:15]([N:14]1[C:11]2[CH:12]=[CH:13][C:8]([C:5]3[CH:4]=[N:3][C:2]([NH2:1])=[N:7][CH:6]=3)=[CH:9][C:10]=2[N:19]=[C:30]1[C:29]1[CH:32]=[CH:33][CH:34]=[CH:35][C:28]=1[C:26]1[O:25][N:24]=[C:23]([CH:20]([CH3:22])[CH3:21])[N:27]=1)([CH3:16])([CH3:18])[CH3:17] |f:2.3|. Procedure details: To a mixture of 4-(2-amino-pyrimidin-5-yl)-N1-tert-butyl-benzene-1,2-diamine (135 mg, 0.53 mmol) and 2-(3-isopropyl-1,2,4-oxadiazol-5-yl)-benzaldehyde (139 mg, 0.64 mmol) in DMF (5.0 mL) is added Oxone (325 mg, 0.53 mmol) in H2O (2.0 mL). The reaction mixture is stirred at room temperature for 1 hour and then quenched with saturated sodium thiosulfate aq. (25 mL). The quenched reaction mixture is extracted with EtOAc (25 mL×2) and the combined organic layers are washed with H2O (50 mL×2) and dri... Starting materials: C1(=CC=CC=C1)C(C(=O)O)C1=CC=CC=C1 (diphenylacetic acid), NC1=CC=C(C=C1)S(=O)(=O)N(CC)CC (4-Amino-N,N-diethyl-benzenesulfonamide), C=1C=CC2=C(C1)N=NN2O (HOBT), C(CCl)Cl (EDC). Solvent: ClCCl (dichloromethane). The product is C(C)N(S(=O)(=O)C1=CC=C(C=C1)NC(C(C1=CC=CC=C1)C1=CC=CC=C1)=O)CC (N-(4-Diethylsulfamoyl-phenyl)-2,2-diphenyl-acetamide). RXN SMILES: [C:1]1([CH:7]([C:11]2[CH:16]=[CH:15][CH:14]=[CH:13][CH:12]=2)[C:8]([OH:10])=O)[CH:6]=[CH:5][CH:4]=[CH:3][CH:2]=1.[NH2:17][C:18]1[CH:23]=[CH:22][C:21]([S:24]([N:27]([CH2:30][CH3:31])[CH2:28][CH3:29])(=[O:26])=[O:25])=[CH:20][CH:19]=1.C1C=CC2N(O)N=NC=2C=1.C(Cl)CCl>ClCCl>[CH2:30]([N:27]([CH2:28][CH3:29])[S:24]([C:21]1[CH:22]=[CH:23][C:18]([NH:17][C:8](=[O:10])[CH:7]([C:1]2[CH:2]=[CH:3][CH:4]=[CH:5][CH:6]=2)[C:11]2[CH:16]=[CH:15][CH:14]=[CH:13][CH:12]=2)=[CH:19][CH:20]=1)(=[O:26])=[O:25])[CH3:31]. Procedure details: A solution of diphenylacetic acid (223 mg, 1.05 mmol), 4-Amino-N,N-diethyl-benzenesulfonamide (240 mg, 1.05 mmol), HOBT (213 mg, 1.58 mmol), and EDC (242 mg, 1.26 mmol) in dichloromethane (20 mL) was stirred at 23° C. for 15 hours. The reaction mixture was washed with 1N aqueous sodium hydroxide (10 mL), 1N aqueous hydrochloric acid (10 mL), and saturated aqueous sodium chloride (10 mL). The organics were dried over magnesium sulfate and were concentrated. Flash chromatography (20% THF in hexane...